Dataset: the Open Reaction Database (ORD), a public repository of structured organic reaction records. Task: describe an organic reaction: reactants, conditions, products, and yield The reactants are N1=CC=CC=C1.F (hydrogen fluoride-pyridine), C(CCC)(=O)OC1=C(SCCCCCC(=O)N)[C@H]([C@@H](C1)O[Si](C)(C)C(C)(C)C)\C=C\[C@H](CCCCC)O[Si](C)(C)C(C)(C)C ((11R,12S,13E,15S)-9-butyryloxy-11,15-bis(tert-butyldimethylsiloxy)-7-thiaprosta-8,13-dienamide). The product is C(CCC)(=O)OC1=C(SCCCCCC(=O)N)[C@H]([C@@H](C1)O)\C=C\[C@H](CCCCC)O ((11R,12S,13E,15S)-9-butyryloxy-11,15-dihydroxy-7-thiaprosta-8,13-dienamide). Yield: 90.7%. RXN SMILES: N1C=CC=CC=1.F.[C:8]([O:13][C:14]1[CH2:27][C@@H:26]([O:28][Si](C(C)(C)C)(C)C)[C@H:25](/[CH:36]=[CH:37]/[C@@H:38]([O:44][Si](C(C)(C)C)(C)C)[CH2:39][CH2:40][CH2:41][CH2:42][CH3:43])[C:15]=1[S:16][CH2:17][CH2:18][CH2:19][CH2:20][CH2:21][C:22]([NH2:24])=[O:23])(=[O:12])[CH2:9][CH2:10][CH3:11]>>[C:8]([O:13][C:14]1[CH2:27][C@@H:26]([OH:28])[C@H:25](/[CH:36]=[CH:37]/[C@@H:38]([OH:44])[CH2:39][CH2:40][CH2:41][CH2:42][CH3:43])[C:15]=1[S:16][CH2:17][CH2:18][CH2:19][CH2:20][CH2:21][C:22]([NH2:24])=[O:23])(=[O:12])[CH2:9][CH2:10][CH3:11] |f:0.1|. Reported procedure: Using as the material and reagent a hydrogen fluoride-pyridine solution (0.2 ml) and (11R,12S,13E,15S)-9-butyryloxy-11,15-bis(tert-butyldimethylsiloxy)-7-thiaprosta-8,13-dienamide (169 mg), the same procedure was followed as in Example 2 to obtain (11R,12S,13E,15S)-9-butyryloxy-11,15-dihydroxy-7-thiaprosta-8,13-dienamide (101 mg, 91%). The reactants are [Na] (sodium), ClC=1C(=NSN1)C=1C=NC=CC1 (3-(4-chloro-1,2,5-thiadiazol-3-yl)pyridine), CO (methanol). Reaction conditions: temperature 50 celsius, time 1 hour. Yields the product COC=1C(=NSN1)C=1C=NC=CC1 (3-(4-methoxy-1,2,5-thiadiazol-3-yl)pyridine). As a reaction SMILES: [Na].Cl[C:3]1[C:4]([C:8]2[CH:9]=[N:10][CH:11]=[CH:12][CH:13]=2)=[N:5][S:6][N:7]=1.[CH3:14][OH:15]>>[CH3:14][O:15][C:3]1[C:4]([C:8]2[CH:9]=[N:10][CH:11]=[CH:12][CH:13]=2)=[N:5][S:6][N:7]=1 |^1:0|. Reported procedure: To a solution of sodium (460 mg, 20 mmol) in methanol (10 ml) was added 3-(4-chloro-1,2,5-thiadiazol-3-yl)pyridine (750 mg, 3.8 mmol). The mixture was stirred at 50° C. for 1 h and evaporated. The residue was dissolved in water and extracted with methylene chloride. The combined organic phases were dried and evaporated to give the title compound, which crystallized with petroleum ether in a 630 mg (86%) yield. The reactants are B, C1CCOC1, Cl, COc1ccc(C(C)C)cc1-c1ccc(C(F)(F)F)cc1CNC(=O)Cc1cc(C(F)(F)F)cc(C(F)(F)F)c1, [Na+], [OH-]. The product is COc1ccc(C(C)C)cc1-c1ccc(C(F)(F)F)cc1CNCCc1cc(C(F)(F)F)cc(C(F)(F)F)c1. Reaction SMILES: [BH3:41].[CH2:45]1[O:46][CH2:47][CH2:48][CH2:49]1.[ClH:42].[F:1][C:2]([c:3]1[cH:4][c:5]([CH2:13][C:14](=[O:15])[NH:16][CH2:17][c:18]2[c:19](-[c:28]3[c:29]([O:37][CH3:38])[cH:30][cH:31][c:32]([CH:34]([CH3:35])[CH3:36])[cH:33]3)[cH:20][cH:21][c:22]([C:24]([F:25])([F:26])[F:27])[cH:23]2)[cH:6][c:7]([C:9]([F:10])([F:11])[F:12])[cH:8]1)([F:39])[F:40].[Na+:44].[OH-:43]>>[F:1][C:2]([c:3]1[cH:4][c:5]([CH2:13][CH2:14][NH:16][CH2:17][c:18]2[c:19](-[c:28]3[c:29]([O:37][CH3:38])[cH:30][cH:31][c:32]([CH:34]([CH3:35])[CH3:36])[cH:33]3)[cH:20][cH:21][c:22]([C:24]([F:25])([F:26])[F:27])[cH:23]2)[cH:6][c:7]([C:9]([F:10])([F:11])[F:12])[cH:8]1)([F:39])[F:40]. Reactants: NC=1C=CC(=C(C1)C(=O)C1=C(C=C(C=C1)NC1=C(C=C(C=C1)F)F)Cl)C ((5-Amino-2-methyl-phenyl)-[2-chloro-4-(2,4-difluoro-phenylamino)-phenyl]-methanone), compound 277, C(=O)([O-])[O-].[K+].[K+] (K2CO3), ClC(=O)OCC (ethyl chloroformate). Solvent: C(Cl)Cl (CH2Cl2). Conditions: time 48 hour. The product is C(C)OC(NC1=CC(=C(C=C1)C)C(C1=C(C=C(C=C1)NC1=C(C=C(C=C1)F)F)Cl)=O)=O ({3-[2-Chloro-4-(2,4-difluoro-phenylamino)-benzoyl]-4-methyl-phenyl}-carbamic acid ethyl ester). Reaction SMILES: [NH2:1][C:2]1[CH:3]=[CH:4][C:5]([CH3:26])=[C:6]([C:8]([C:10]2[CH:15]=[CH:14][C:13]([NH:16][C:17]3[CH:22]=[CH:21][C:20]([F:23])=[CH:19][C:18]=3[F:24])=[CH:12][C:11]=2[Cl:25])=[O:9])[CH:7]=1.C([O-])([O-])=O.[K+].[K+].Cl[C:34]([O:36][CH2:37][CH3:38])=[O:35]>C(Cl)Cl>[CH2:37]([O:36][C:34](=[O:35])[NH:1][C:2]1[CH:3]=[CH:4][C:5]([CH3:26])=[C:6]([C:8](=[O:9])[C:10]2[CH:15]=[CH:14][C:13]([NH:16][C:17]3[CH:22]=[CH:21][C:20]([F:23])=[CH:19][C:18]=3[F:24])=[CH:12][C:11]=2[Cl:25])[CH:7]=1)[CH3:38] |f:1.2.3|. Procedure details: Compound 494 (0.039 g, 0.1 mmol) was suspended in dry CH2Cl2 (1 mL) under an argon atmosphere. K2CO3 (0.029 g, 0.21 mmol) was added followed by ethyl chloroformate (0.02 mL, 0.021 mmol). The suspension was stirred for 48 h at room temperature. Work up as described in the preparation of compound 277. The crude product was purified by flash chromatography using EtOAc/petroleum ether (40-60) 1:2 as the eluent. This afforded the title compound as oil. 13C NMR (CDCl3) δ 196.0, 159.1 (dd), 155.6 (dd),... Reactants: NC=1C=C(C=CC1)C=1C(=CC=2N(N1)C=NN2)C (6-(m-aminophenyl)-7-methyl-1,2,4-triazolo[4,3-b]pyridazine), C(C)(=O)OC(C)=O (acetic anhydride). Run in N1=CC=CC=C1 (pyridine). Product: CC1=CC=2N(N=C1C=1C=C(NC(C)=O)C=CC1)C=NN2 (3'-(7-methyl-1,2,4-triazolo[4,3-b]pyridazin-6-yl)acetanilide). As a reaction SMILES: [NH2:1][C:2]1[CH:3]=[C:4]([C:8]2[C:9]([CH3:17])=[CH:10][C:11]3[N:12]([CH:14]=[N:15][N:16]=3)[N:13]=2)[CH:5]=[CH:6][CH:7]=1.[C:18](OC(=O)C)(=[O:20])[CH3:19]>N1C=CC=CC=1>[CH3:17][C:9]1[C:8]([C:4]2[CH:3]=[C:2]([CH:7]=[CH:6][CH:5]=2)[NH:1][C:18](=[O:20])[CH3:19])=[N:13][N:12]2[CH:14]=[N:15][N:16]=[C:11]2[CH:10]=1. Procedure: A 1.5 g. portion of 6-(m-aminophenyl)-7-methyl-1,2,4-triazolo[4,3-b]pyridazine (prepared as in Example 6) is dissolved in 30 ml. of pyridine at room temperature. To the solution is added 6.0 ml. of acetic anhydride and the reaction mixture is heated on a steam bath for 1 hour. The reaction mixture is cooled in an ice bath and is filtered. The filter cake is washed with petroleum ether and is dried to afford the product of the example as cream colored crystals, m.p. 298°-301° C. Reactants: CC1(OCCO1)C1=CC=C(O1)CN1N=CC(=C1)N (1-[5-(2-methyl-[1,3]dioxolan-2-yl)-furan-2-ylmethyl]-1H-pyrazol-4-ylamine), C1(=CC=C(C=C1)/C=C/C(=O)O)C ((E)-3-p-tolyl-acrylic acid). Yields the product C(C)(=O)C1=CC=C(O1)CN1N=CC(=C1)NC(\C=C\C1=CC=C(C=C1)C)=O ((E)-N-[1-(5-Acetyl-furan-2-ylmethyl)-1H-pyrazol-4-yl]-3-p-tolyl-acrylamide). RXN SMILES: [CH3:1][C:2]1([C:7]2[O:11][C:10]([CH2:12][N:13]3[CH:17]=[C:16]([NH2:18])[CH:15]=[N:14]3)=[CH:9][CH:8]=2)[O:6]CCO1.[C:19]1([CH3:30])[CH:24]=[CH:23][C:22](/[CH:25]=[CH:26]/[C:27](O)=[O:28])=[CH:21][CH:20]=1>>[C:2]([C:7]1[O:11][C:10]([CH2:12][N:13]2[CH:17]=[C:16]([NH:18][C:27](=[O:28])/[CH:26]=[CH:25]/[C:22]3[CH:23]=[CH:24][C:19]([CH3:30])=[CH:20][CH:21]=3)[CH:15]=[N:14]2)=[CH:9][CH:8]=1)(=[O:6])[CH3:1]. Reported procedure: Following general procedure B followed by either C or D, starting from 1-[5-(2-methyl-[1,3]dioxolan-2-yl)-furan-2-ylmethyl]-1H-pyrazol-4-ylamine and (E)-3-p-tolyl-acrylic acid. The reactants are BrC1CCCC1, COc1ccc(CNc2nc(Cl)nc3[nH]cnc23)cc1OC, [H-], [Na+], CN(C)C=O, O. Yields the product COc1ccc(CNc2nc(Cl)nc3c2ncn3C2CCCC2)cc1OC. Reaction SMILES: [CH:25]1([Br:30])[CH2:26][CH2:27][CH2:28][CH2:29]1.[Cl:1][c:2]1[n:3][c:4]([NH:11][CH2:12][c:13]2[cH:14][c:15]([O:21][CH3:22])[c:16]([O:19][CH3:20])[cH:17][cH:18]2)[c:5]2[n:6][cH:7][nH:8][c:9]2[n:10]1.[H-:24].[Na+:23].[O:32]=[CH:33][N:34]([CH3:35])[CH3:36].[OH2:31]>>[Cl:1][c:2]1[n:3][c:4]([NH:11][CH2:12][c:13]2[cH:14][c:15]([O:21][CH3:22])[c:16]([O:19][CH3:20])[cH:17][cH:18]2)[c:5]2[n:6][cH:7][n:8]([CH:25]3[CH2:26][CH2:27][CH2:28][CH2:29]3)[c:9]2[n:10]1. Starting materials: O (water), C([O-])([O-])=O.[K+].[K+] (potassium carbonate), C(C#CC)(=O)OCC (ethyl but-2-ynoate), CC1=C(C(=CC(=C1)C)C)S(=O)(=O)[O-].N[N+]1=C(C=C(C=C1)C1CC1)OCC1=C(C=CC=C1F)F (1-Amino-4-cyclopropyl-2-[(2,6-difluorobenzyl)oxy]pyridinium 2,4,6-trimethylbenzenesulphonate). The solvent is CN(C)C=O (DMF). Conditions: time 2 hour. The product is C(C)OC(=O)C=1C(=NN2C1C=C(C=C2OCC2=C(C=CC=C2F)F)C2CC2)C (5-Cyclopropyl-7-[(2,6-difluorobenzyl)oxy]-2-methylpyrazolo[1,5-a]pyridine-3-carboxylic Acid ethyl Ester). RXN SMILES: C(=O)([O-])[O-].[K+].[K+].[C:7]([O:12][CH2:13][CH3:14])(=[O:11])[C:8]#[C:9][CH3:10].CC1C=C(C)C=C(C)C=1S([O-])(=O)=O.[NH2:28][N+:29]1[CH:34]=[CH:33][C:32]([CH:35]2[CH2:37][CH2:36]2)=[CH:31][C:30]=1[O:38][CH2:39][C:40]1[C:45]([F:46])=[CH:44][CH:43]=[CH:42][C:41]=1[F:47].O>CN(C=O)C>[CH2:13]([O:12][C:7]([C:8]1[C:9]([CH3:10])=[N:28][N:29]2[C:30]([O:38][CH2:39][C:40]3[C:45]([F:46])=[CH:44][CH:43]=[CH:42][C:41]=3[F:47])=[CH:31][C:32]([CH:35]3[CH2:37][CH2:36]3)=[CH:33][C:34]=12)=[O:11])[CH3:14] |f:0.1.2,4.5|. Procedure details: 468 mg (3.4 mmol) of potassium carbonate were added to a mixture of 264 μl (2.3 mmol) of ethyl but-2-ynoate and 540 mg (1.1 mmol) of 1-amino-4-cyclopropyl-2-[(2,6-difluorobenzyl)oxy]pyridinium 2,4,6-trimethylbenzenesulphonate (Example 147A) in 10 ml of DMF. The reaction mixture was stirred at room temperature for 2 h and then poured into 25 ml of water precooled to 5° C. The precipitate was filtered off, washed with water and dried. The reactants are BrC=1C=C(C=CC1)NC1=C(C=NC2=C(C=C(C=C12)[N+](=O)[O-])C)C#N (4-[(3-bromophenyl)amino]-8-methyl-6-nitro-quinoline-3-carbonitrile), CN(C)C1=NC=CC=C1 (dimethylaminopyridine), C(C)(=O)OC(C)=O (acetic anhydride). The solvent is N1=CC=CC=C1 (pyridine). Yields the product BrC=1C=C(C=CC1)N(C(C)=O)C1=C(C=NC2=C(C=C(C=C12)[N+](=O)[O-])C)C#N (4-[(3-Bromophenyl)-N-acetylamino]-8-methyl-6-nitro-quinoline-3-carbonitrile). RXN SMILES: [Br:1][C:2]1[CH:3]=[C:4]([NH:8][C:9]2[C:18]3[C:13](=[C:14]([CH3:22])[CH:15]=[C:16]([N+:19]([O-:21])=[O:20])[CH:17]=3)[N:12]=[CH:11][C:10]=2[C:23]#[N:24])[CH:5]=[CH:6][CH:7]=1.CN(C1C=CC=CN=1)C.[C:34](OC(=O)C)(=[O:36])[CH3:35]>N1C=CC=CC=1>[Br:1][C:2]1[CH:3]=[C:4]([N:8]([C:9]2[C:18]3[C:13](=[C:14]([CH3:22])[CH:15]=[C:16]([N+:19]([O-:21])=[O:20])[CH:17]=3)[N:12]=[CH:11][C:10]=2[C:23]#[N:24])[C:34](=[O:36])[CH3:35])[CH:5]=[CH:6][CH:7]=1. Procedure details: A stirred mixture of 4-[(3-bromophenyl)amino]-8-methyl-6-nitro-quinoline-3-carbonitrile (15.3 g, 40 mmol), 0.37 g (3 mmol) of dimethylaminopyridine, 40 ml of acetic anhydride, and 80 ml of pyridine was refluxed for 3 h and concentrated at 50° C. under vacuum. The residue was stirred with methylene chloride and 0.1 N HCl. After filtration through Celite, the organic layer was washed with water, dried and concentrated. The residue was subjected to chromatography on silica gel with 1% acetic acid i... Starting materials: C(CCC)C1=C(N=NC(=C1CO)Cl)C1=CC=CC=C1 (4-butyl-6-chloro-5-hydroxymethyl-3-phenyl-pyridazine), O=S(Cl)Cl (SOCl2). Run in C(Cl)Cl (CH2Cl2). Conditions: time 3 hour. Yields the product Cl.C(CCC)C=1C(=C(N=NC1C1=CC=CC=C1)Cl)CCl (5-Butyl-3-chloro-4-chloromethyl-6-phenyl-pyridazine hydrochloride). As a reaction SMILES: [CH2:1]([C:5]1[C:10]([CH2:11]O)=[C:9]([Cl:13])[N:8]=[N:7][C:6]=1[C:14]1[CH:19]=[CH:18][CH:17]=[CH:16][CH:15]=1)[CH2:2][CH2:3][CH3:4].O=S(Cl)[Cl:22]>C(Cl)Cl>[ClH:13].[CH2:1]([C:5]1[C:10]([CH2:11][Cl:22])=[C:9]([Cl:13])[N:8]=[N:7][C:6]=1[C:14]1[CH:19]=[CH:18][CH:17]=[CH:16][CH:15]=1)[CH2:2][CH2:3][CH3:4] |f:3.4|. Procedure details: To a solution of 4-butyl-6-chloro-5-hydroxymethyl-3-phenyl-pyridazine (0.32 g, 1.16 mmol) in CH2Cl2 (5 mL) is added SOCl2 (2 mL). The resulting clear solution is stirred at room temperature for 3 hours. The solvent is removed in vacuo and the residue is dissolved in toluene (5 mL) and evaporated to remove the remaining SOCl2. The resulting semi-solid is used directly for the next step. LC-MS (M+1) 295.